This data is from the Open Reaction Database (ORD), a public repository of structured organic reaction records. The task is: describe an organic reaction: reactants, conditions, products, and yield The reactants are OCCBr, CC(=O)Nc1nc(-c2ccc(S(=O)[O-])cc2)cs1, CCOC(C)=O, [Na+], CN(C)C=O, O. Product: CC(=O)Nc1nc(-c2ccc(S(=O)(=O)CCO)cc2)cs1. Reaction SMILES: [Br:20][CH2:21][CH2:22][OH:23].[C:1]([CH3:2])(=[O:3])[NH:4][c:5]1[s:6][cH:7][c:8](-[c:10]2[cH:11][cH:12][c:13]([S:16](=[O:17])[O-:18])[cH:14][cH:15]2)[n:9]1.[CH3:25][CH2:26][O:27][C:28]([CH3:29])=[O:30].[Na+:19].[O:31]=[CH:32][N:33]([CH3:34])[CH3:35].[OH2:24]>>[C:1]([CH3:2])(=[O:3])[NH:4][c:5]1[s:6][cH:7][c:8](-[c:10]2[cH:11][cH:12][c:13]([S:16](=[O:17])(=[O:18])[CH2:21][CH2:22][OH:23])[cH:14][cH:15]2)[n:9]1. The reactants are C1CCOC1, O, OO, OB(O)c1cnc(CCCCn2ccnn2)nc1. Yields the product Oc1cnc(CCCCn2ccnn2)nc1. RXN SMILES: [CH2:22]1[O:23][CH2:24][CH2:25][CH2:26]1.[OH2:19].[OH:20][OH:21].[n:1]1([CH2:6][CH2:7][CH2:8][CH2:9][c:10]2[n:11][cH:12][c:13]([B:16]([OH:17])[OH:18])[cH:14][n:15]2)[n:2][n:3][cH:4][cH:5]1>>[n:1]1([CH2:6][CH2:7][CH2:8][CH2:9][c:10]2[n:11][cH:12][c:13]([OH:19])[cH:14][n:15]2)[n:2][n:3][cH:4][cH:5]1. Reactants: TEA, NCCCNC(OC(C)(C)C)=O (tert-butyl N-(3-Aminopropyl)carbamate), COC(=O)C1=C(C2=C(N=CN=C2NC2=C(C=C(C=C2)F)OC(C)C(=O)O)S1)C (4-[2-(1-Carboxy-ethoxy)-4-fluoro-phenylamino]-5-methyl-thieno[2,3-d]pyrimidine-6-carboxylic acid methyl ester), CN(C)C(=[N+](C)C)ON1C2=C(C=CC=C2)N=N1.[B-](F)(F)(F)F (TBTU). Solvent: C(C)#N (ACN), O (water). Run at time 15 minute. Product: COC(=O)C1=C(C2=C(N=CN=C2NC2=C(C=C(C=C2)F)OC(C)C(NCCCN)=O)S1)C (4-{2-[1-(3-Amino-propylcarbamoyl)-ethoxy]-4-fluoro-phenylamino}-5-methyl-thieno[2,3-d]pyrimidine-6-carboxylic acid methyl ester). As a reaction SMILES: [CH3:1][O:2][C:3]([C:5]1[S:27][C:8]2[N:9]=[CH:10][N:11]=[C:12]([NH:13][C:14]3[CH:19]=[CH:18][C:17]([F:20])=[CH:16][C:15]=3[O:21][CH:22]([C:24]([OH:26])=O)[CH3:23])[C:7]=2[C:6]=1[CH3:28])=[O:4].CN(C(ON1N=NC2C=CC=CC1=2)=[N+](C)C)C.[B-](F)(F)(F)F.[NH2:51][CH2:52][CH2:53][CH2:54][NH:55]C(=O)OC(C)(C)C>C(#N)C.O>[CH3:1][O:2][C:3]([C:5]1[S:27][C:8]2[N:9]=[CH:10][N:11]=[C:12]([NH:13][C:14]3[CH:19]=[CH:18][C:17]([F:20])=[CH:16][C:15]=3[O:21][CH:22]([C:24](=[O:26])[NH:51][CH2:52][CH2:53][CH2:54][NH2:55])[CH3:23])[C:7]=2[C:6]=1[CH3:28])=[O:4] |f:1.2|. Procedure: The product from 55 (170 mg) and TBTU (150 mg) was dissolved in ACN (5 ml). TEA (150 μl) was added to the mixture. The mixture was stirred for 15 min. at rt. Then tert-butyl N-(3-Aminopropyl)carbamate (200 mg) was added. The mixture was stirred at 50° C. for 2 days. Afterwards the mixture was diluted with water and filtrated. The solid was washed with water and dried in an oven Starting materials: Cl (HCl), [H-].[Na+] (NaH), COC(C=C1NCCC1)=O (Pyrrolidin-2-ylidene-acetic acid methyl ester), C(#N)C=1C=C(CBr)C=CC1 (m-cyanobenzylbromide). Solvent: C1(=CC=CC=C1)C (toluene), C1(=CC=CC=C1)C (toluene). Run at temperature 0 celsius. The product is COC(C(CC1=CC(=CC=C1)C#N)=C1NCCC1)=O (3-(3-Cyano-phenyl)-2-pyrrolidin-2-ylidene-propionic acid methyl ester). The yield is 55.1%. RXN SMILES: [H-].[Na+].[CH3:3][O:4][C:5](=[O:12])[CH:6]=[C:7]1[CH2:11][CH2:10][CH2:9][NH:8]1.[C:13]([C:15]1[CH:16]=[C:17]([CH:20]=[CH:21][CH:22]=1)[CH2:18]Br)#[N:14].Cl>C1(C)C=CC=CC=1>[CH3:3][O:4][C:5](=[O:12])[C:6](=[C:7]1[CH2:11][CH2:10][CH2:9][NH:8]1)[CH2:18][C:17]1[CH:20]=[CH:21][CH:22]=[C:15]([C:13]#[N:14])[CH:16]=1 |f:0.1|. Reported procedure: To a flask containing a 60% dispersion of NaH (0.91 g, 22.7 mmol), and toluene (60 mL), under nitrogen, is added Pyrrolidin-2-ylidene-acetic acid methyl ester (3.2 g, 22.7 mmol) and the mixture is refluxed for 1 h. The reaction mixture was cooled to 0° C. and a solution of m-cyanobenzylbromide (4.45 g, 22.7 mmol) in toluene (60 mL) is added dropwise. The reaction is allowed to warm to RT and then heated at 60° C. overnight. The mixture is cooled to RT and with vigorous stirring 1 N HCl is added ... Reactants: COC1=C(CO)C=C(C=C1)OC1=C(C=CC=C1)Cl (2-methoxy-5-(2-chlorophenoxy)benzyl alcohol), S(=O)(Cl)Cl (thionyl chloride). Reagents/catalysts: N1=CC=CC=C1 (pyridine). Run in C1=CC=CC=C1 (benzene). Yields the product ClCC=1C=C(C=CC1OC)OC1=C(C=CC=C1)Cl (2-chlorophenyl 3-chloromethyl-4-methoxyphenyl ether). As a reaction SMILES: [CH3:1][O:2][C:3]1[CH:10]=[CH:9][C:8]([O:11][C:12]2[CH:17]=[CH:16][CH:15]=[CH:14][C:13]=2[Cl:18])=[CH:7][C:4]=1[CH2:5]O.S(Cl)([Cl:21])=O>N1C=CC=CC=1.C1C=CC=CC=1>[Cl:21][CH2:5][C:4]1[CH:7]=[C:8]([O:11][C:12]2[CH:17]=[CH:16][CH:15]=[CH:14][C:13]=2[Cl:18])[CH:9]=[CH:10][C:3]=1[O:2][CH3:1]. Procedure details: A mixture of 2-methoxy-5-(2-chlorophenoxy)benzyl alcohol (8 g), thionyl chloride (4.4 ml) and pyridine (3 drops) in dried benzene (60 ml) was treated in a similar manner to that of Example 3-(6) to give oily 2-chlorophenyl 3-chloromethyl-4-methoxyphenyl ether (8.5 g). Reported procedure: To the above solution is added 1300 mL of isopropyl acetate and 930 mL of methanol. The solution is stirred under nitrogen and heated to an internal temperature of 65° C. to achieve a gentle refluxing, over a period of 15 minutes. A solution of 103.1 g of (1S)-(+)-10-camphorsulfonic acid in 660 mL of methanol is added over a period of 15 minutes while maintaining an internal temperature of 60-65° C. to obtain a clear solution followed by 185 mL of methanol to achieve a v/v ratio of isopropyl ace... Yields the product BrC=1C=C2C[C@@H](CC2=CC1)N ((R)-5-bromo-2-aminoindane). The reactants are [C@]12(C(=O)CC(CC1)C2(C)C)CS(=O)(=O)O.BrC=2C=C1C[C@@H](CC1=CC2)N ((R)-5-bromo-2-aminoindane (1S)-(+)-10-camphorsulfonate salt), [C@]12(C(=O)CC(CC1)C2(C)C)CS(=O)(=O)O ((1S)-(+)-10-camphorsulfonic acid), C(C)(=O)OC(C)C (isopropyl acetate), C(C)(=O)OC(C)C (isopropyl acetate). The solvent is CO (methanol), CO (methanol), CO (methanol), CO (methanol), CO (methanol). Conditions: temperature 65 celsius, time 15 minute. RXN SMILES: C(OC(C)C)(=O)C.[C@]12(CS(O)(=O)=O)C(C)(C)C(CC1)CC2=O.[C@]12(CS(O)(=O)=O)C(C)(C)C(CC1)CC2=O.[Br:38][C:39]1[CH:40]=[C:41]2[C:45](=[CH:46][CH:47]=1)[CH2:44][C@@H:43]([NH2:48])[CH2:42]2>CO>[Br:38][C:39]1[CH:40]=[C:41]2[C:45](=[CH:46][CH:47]=1)[CH2:44][C@@H:43]([NH2:48])[CH2:42]2 |f:2.3|.